The task is: describe an organic reaction: reactants, conditions, products, and yield. This data is from the Open Reaction Database (ORD), a public repository of structured organic reaction records. Reactants: CCOC(=O)C1=CNC(C(=O)OCC)Cc2c1[nH]c1ccccc21, CO, [Li+], [OH-]. Yields the product CCOC(=O)C1=CNC(C(=O)O)Cc2c1[nH]c1ccccc21. As a reaction SMILES: [CH2:1]1[CH:2]([C:20](=[O:21])[O:22][CH2:23][CH3:24])[NH:3][CH:4]=[C:5]([C:15](=[O:16])[O:17][CH2:18][CH3:19])[c:6]2[nH:7][c:8]3[cH:9][cH:10][cH:11][cH:12][c:13]3[c:14]21.[CH3:27][OH:28].[Li+:26].[OH-:25]>>[CH2:1]1[CH:2]([C:20](=[O:21])[OH:22])[NH:3][CH:4]=[C:5]([C:15](=[O:16])[O:17][CH2:18][CH3:19])[c:6]2[nH:7][c:8]3[cH:9][cH:10][cH:11][cH:12][c:13]3[c:14]21. Reactants: C(C)(C)(C)OC(=O)N1C[C@@H]([C@H](CC1)C1=CC=C(C=C1)OCCCOCC1=C(C=CC=C1)OC)OCC1=CC=C2CCCN(C2=C1)C(CCO)=O ((3R,4R)-3-[1-(3-hydroxy-propoyl)-1,2,3,4-tetrahydro-quinolin-7-ylmethoxy]-4-[4-[3-(2-methoxy-benzyloxy)-propoxy]-phenyl]-piperidine-1-carboxylic acid tert-butyl ester), CS(=O)(=O)Cl (methanesulfonyl chloride). The product is C(C)(C)(C)OC(=O)N1C[C@@H]([C@H](CC1)C1=CC=C(C=C1)OCCCOCC1=C(C=CC=C1)OC)OCC1=CC=C2CCCN(C2=C1)CCCOS(=O)(=O)C ((3R,4R)-3-[1-(3-methanesulfonyloxy-propyl)-1,2,3,4-tetrahydro-quinolin-7-ylmethoxy]-4-[4-[3-(2-methoxy-benzyloxy)-propoxy]-phenyl]-piperidine-1-carboxylic acid tert-butyl ester). As a reaction SMILES: [C:1]([O:5][C:6]([N:8]1[CH2:13][CH2:12][C@H:11]([C:14]2[CH:19]=[CH:18][C:17]([O:20][CH2:21][CH2:22][CH2:23][O:24][CH2:25][C:26]3[CH:31]=[CH:30][CH:29]=[CH:28][C:27]=3[O:32][CH3:33])=[CH:16][CH:15]=2)[C@@H:10]([O:34][CH2:35][C:36]2[CH:45]=[C:44]3[C:39]([CH2:40][CH2:41][CH2:42][N:43]3[C:46](=O)[CH2:47][CH2:48][OH:49])=[CH:38][CH:37]=2)[CH2:9]1)=[O:7])([CH3:4])([CH3:3])[CH3:2].[CH3:51][S:52](Cl)(=[O:54])=[O:53]>>[C:1]([O:5][C:6]([N:8]1[CH2:13][CH2:12][C@H:11]([C:14]2[CH:19]=[CH:18][C:17]([O:20][CH2:21][CH2:22][CH2:23][O:24][CH2:25][C:26]3[CH:31]=[CH:30][CH:29]=[CH:28][C:27]=3[O:32][CH3:33])=[CH:16][CH:15]=2)[C@@H:10]([O:34][CH2:35][C:36]2[CH:45]=[C:44]3[C:39]([CH2:40][CH2:41][CH2:42][N:43]3[CH2:46][CH2:47][CH2:48][O:49][S:52]([CH3:51])(=[O:54])=[O:53])=[CH:38][CH:37]=2)[CH2:9]1)=[O:7])([CH3:4])([CH3:3])[CH3:2]. Procedure: In analogy to the procedure described in example 8(b), the (3R,4R)-3-[1-(3-hydroxy-propoyl)-1,2,3,4-tetrahydro-quinolin-7-ylmethoxy]-4-[4-[3-(2-methoxy-benzyloxy)-propoxy]-phenyl]-piperidine-1-carboxylic acid tert-butyl ester [example 4(a)] was treated with methanesulfonyl chloride to yield the (3R,4R)-3-[1-(3-methanesulfonyloxy-propyl)-1,2,3,4-tetrahydro-quinolin-7-ylmethoxy]-4-[4-[3-(2-methoxy-benzyloxy)-propoxy]-phenyl]-piperidine-1-carboxylic acid tert-butyl ester, which was directly used in... Starting materials: OC=1C=CC=C2C=CC=NC12 (8-hydroxyquinoline), COCCBr (2 -methoxyethyl bromide). The solvent is CS(=O)C (dimethyl sulfoxide). Conditions: time 2 hour. The product is COCCOC=1C=CC=C2C=CC=NC12 (8-methoxyethoxyquinoline). Isolated yield 53.8%. As a reaction SMILES: [OH:1][C:2]1[CH:3]=[CH:4][CH:5]=[C:6]2[C:11]=1[N:10]=[CH:9][CH:8]=[CH:7]2.[CH3:12][O:13][CH2:14][CH2:15]Br>CS(C)=O>[CH3:12][O:13][CH2:14][CH2:15][O:1][C:2]1[CH:3]=[CH:4][CH:5]=[C:6]2[C:11]=1[N:10]=[CH:9][CH:8]=[CH:7]2. Procedure: To 8-hydroxyquinoline (9.47 g, 0.065 mol) in dimethyl sulfoxide (50 ml) was added 2 -methoxyethyl bromide (8.96 g, 0.065 mol). The mixture was stirred at room temperature for two hours, and turned a dark red. The solvent was removed under vacuum, and the residue dissolved in water. The aqueous solution was extracted several times with ethyl acetate, and the ethyl acetate solution was then washed well with water, dried, and the solvent removed; the residual oil weighed 7.45 g. This was purified o... The reactants are COc1ccc(CC(=O)Cl)cc1, CC1CN(Cc2cc(Cl)ccc2OCC(=O)O)CCN1C(=O)Cc1ccc(F)cc1. The product is COc1ccc(CC(=O)N2CCN(Cc3cc(Cl)ccc3OCC(=O)O)CC2C)cc1. Reaction SMILES: [CH3:31][O:32][c:33]1[cH:34][cH:35][c:36]([CH2:37][C:38]([Cl:39])=[O:40])[cH:41][cH:42]1.[Cl:1][c:2]1[cH:3][c:4]([CH2:13][N:14]2[CH2:15][CH:16]([CH3:30])[N:17]([C:20]([CH2:21][c:22]3[cH:23][cH:24][c:25]([F:28])[cH:26][cH:27]3)=[O:29])[CH2:18][CH2:19]2)[c:5]([O:6][CH2:7][C:8](=[O:9])[OH:10])[cH:11][cH:12]1>>[Cl:1][c:2]1[cH:3][c:4]([CH2:13][N:14]2[CH2:15][CH:16]([CH3:30])[N:17]([C:20]([CH2:21][c:22]3[cH:23][cH:24][c:25]([O:32][CH3:31])[cH:26][cH:27]3)=[O:29])[CH2:18][CH2:19]2)[c:5]([O:6][CH2:7][C:8](=[O:9])[OH:10])[cH:11][cH:12]1. Reactants: C(C)OC(=O)C1(CCNCC1)CCOC (4-(2-methoxy-ethyl)-piperidine-4-carboxylic acid ethyl ester), N1(CCOCC1)S(=O)(=O)Cl (morpholine-4-sulfonyl chloride), C(C)(CC)C1=CC=C(C=C1)N (4-sec-butyl-phenylamine). Yields the product C(C)(CC)C1=CC=C(C=C1)N1C(C2(CC1)CCN(CC2)S(=O)(=O)N2CCOCC2)=O (2-(4-sec-Butyl-phenyl)-8-(morpholine-4-sulfonyl)-2,8-diaza-spiro[4.5]decan-1-one). Reaction SMILES: C(O[C:4]([C:6]1([CH2:12][CH2:13]OC)[CH2:11][CH2:10][NH:9][CH2:8][CH2:7]1)=[O:5])C.[N:16]1([S:22](Cl)(=[O:24])=[O:23])[CH2:21][CH2:20][O:19][CH2:18][CH2:17]1.[CH:26]([C:30]1[CH:35]=[CH:34][C:33]([NH2:36])=[CH:32][CH:31]=1)([CH2:28][CH3:29])[CH3:27]>>[CH:26]([C:30]1[CH:31]=[CH:32][C:33]([N:36]2[CH2:13][CH2:12][C:6]3([CH2:7][CH2:8][N:9]([S:22]([N:16]4[CH2:21][CH2:20][O:19][CH2:18][CH2:17]4)(=[O:24])=[O:23])[CH2:10][CH2:11]3)[C:4]2=[O:5])=[CH:34][CH:35]=1)([CH2:28][CH3:29])[CH3:27]. Procedure: Off-white solid. MS (ESI): 436.22 (MH+). This example was prepared in analogy to example 1 step C) to D) from 4-(2-methoxy-ethyl)-piperidine-4-carboxylic acid ethyl ester (example 1 step B)), morpholine-4-sulfonyl chloride and 4-sec-butyl-phenylamine. Reactants: Cl.FC1=CC=C(C(=O)NC2(CCCCC2)C(=O)NC2C(CNCC2)O)C=C1 (4-[N-[1-[N-(4-fluorobenzoyl)amino]cyclohexanecarbonyl]amino]-3-piperidinol hydrochloride), BrC1=C(C=C(C=C1)F)C(F)(F)F (1-bromo-4-fluoro-2-trifluoromethylbenzene). Yields the product FC1=CC=C(C(=O)NC2(CCCCC2)C(=O)NC2C(CN(CC2)C2=C(C=C(C=C2)F)C(F)(F)F)=O)C=C1 (4-[N-[1-[N-(4-fluorobenzoyl)amino]cyclohexanecarbonyl]amino]-1-(4-fluoro-2-trifluoromethylphenyl)piperidin-3-one). RXN SMILES: Cl.[F:2][C:3]1[CH:27]=[CH:26][C:6]([C:7]([NH:9][C:10]2([C:16]([NH:18][CH:19]3[CH2:24][CH2:23][NH:22][CH2:21][CH:20]3[OH:25])=[O:17])[CH2:15][CH2:14][CH2:13][CH2:12][CH2:11]2)=[O:8])=[CH:5][CH:4]=1.Br[C:29]1[CH:34]=[CH:33][C:32]([F:35])=[CH:31][C:30]=1[C:36]([F:39])([F:38])[F:37]>>[F:2][C:3]1[CH:4]=[CH:5][C:6]([C:7]([NH:9][C:10]2([C:16]([NH:18][CH:19]3[CH2:24][CH2:23][N:22]([C:29]4[CH:34]=[CH:33][C:32]([F:35])=[CH:31][C:30]=4[C:36]([F:37])([F:39])[F:38])[CH2:21][C:20]3=[O:25])=[O:17])[CH2:11][CH2:12][CH2:13][CH2:14][CH2:15]2)=[O:8])=[CH:26][CH:27]=1 |f:0.1|. Procedure details: In accordance with the same procedure as in Example 85, except that 4-[N-[1-[N-(4-fluorobenzoyl)amino]cyclohexanecarbonyl]amino]-3-piperidinol hydrochloride was used instead of 4-[N-[1-[N-(furan-2-ylcarbonyl)amino]cyclohexanecarbonyl]amino]-3-piperidinol hydrochloride and 1-bromo-4-fluoro-2-trifluoromethylbenzene was used instead of 1-bromo-4-fluoro-2-thiomethoxybenzene in Step 1 thereof, 137 mg of the titled compound was prepared. Reactants: intermediate 12.2, C1(=CC=CC=C1)NC1=CC=C(C=C1)N (N1-phenyl-1,4-benzenediamine), C(C1=CC=CC=C1)OC(C(C(=O)O)C1=CC=CC=C1)=O (3-(benzyloxy)-3-oxo-2-phenylpropanoic acid). Yields the product N(C1=CC=CC=C1)C1=CC=C(NC(C(C(=O)OCC2=CC=CC=C2)C2=CC=CC=C2)=O)C=C1 (Benzyl 3-(4-anilinoanilino)-3-oxo-2-phenylpropanoate). RXN SMILES: [C:1]1([NH:7][C:8]2[CH:13]=[CH:12][C:11]([NH2:14])=[CH:10][CH:9]=2)[CH:6]=[CH:5][CH:4]=[CH:3][CH:2]=1.[CH2:15]([O:22][C:23](=[O:34])[CH:24]([C:28]1[CH:33]=[CH:32][CH:31]=[CH:30][CH:29]=1)[C:25](O)=[O:26])[C:16]1[CH:21]=[CH:20][CH:19]=[CH:18][CH:17]=1>>[NH:7]([C:8]1[CH:13]=[CH:12][C:11]([NH:14][C:25](=[O:26])[CH:24]([C:28]2[CH:29]=[CH:30][CH:31]=[CH:32][CH:33]=2)[C:23]([O:22][CH2:15][C:16]2[CH:21]=[CH:20][CH:19]=[CH:18][CH:17]=2)=[O:34])=[CH:10][CH:9]=1)[C:1]1[CH:2]=[CH:3][CH:4]=[CH:5][CH:6]=1. Procedure details: The experimental protocol used is the same as that described for intermediate 12.2, starting from N1-phenyl-1,4-benzenediamine and 3-(benzyloxy)-3-oxo-2-phenylpropanoic acid. Starting materials: NC=1C(=C(C(=NC1NCC)C)C(=O)OCC)OCC (5-amino-4-ethoxy-6-ethylamino-2-methylpyridine-3-carboxylic acid, ethyl ester), C(C)(=O)O (acetic acid). The product is CC1=NC=2C(=NC(=C(C2OCC)C(=O)OCC)C)N1CC (2,5-Dimethyl-7-ethoxy-3-ethyl-3H-imidazo[4,5-b]pyridine-6-carboxylic acid, ethyl ester). As a reaction SMILES: [NH2:1][C:2]1[C:3]([O:17][CH2:18][CH3:19])=[C:4]([C:12]([O:14][CH2:15][CH3:16])=[O:13])[C:5]([CH3:11])=[N:6][C:7]=1[NH:8][CH2:9][CH3:10].[C:20](O)(=O)[CH3:21]>>[CH3:10][C:9]1[N:8]([CH2:20][CH3:21])[C:7]2=[N:6][C:5]([CH3:11])=[C:4]([C:12]([O:14][CH2:15][CH3:16])=[O:13])[C:3]([O:17][CH2:18][CH3:19])=[C:2]2[N:1]=1. Reported procedure: Crude 5-amino-4-ethoxy-6-ethylamino-2-methylpyridine-3-carboxylic acid, ethyl ester is refluxed in acetic acid overnight. The solvent is distilled off and the residue, 2,5-dimethyl-7-ethoxy-3-ethyl-3H-imidazo[4,5-b]pyridine-6-carboxylic acid, ethyl ester is recrystallized from petroleum ether, m.p. 62°-65°. Starting materials: COC(=O)C(Cc1ccc(NC(=O)c2c(Cl)cccc2Cl)cc1)NC(=S)C1(CCCCS(C)(=O)=O)CCCC1, CCO, CCOCC, [Na+], [OH-], O. Product: CS(=O)(=O)CCCCC1(C(=S)NC(Cc2ccc(NC(=O)c3c(Cl)cccc3Cl)cc2)C(=O)O)CCCC1. RXN SMILES: [CH3:1][O:2][C:3]([CH:4]([NH:5][C:6](=[S:7])[C:8]1([CH2:13][CH2:14][CH2:15][CH2:16][S:17](=[O:18])(=[O:19])[CH3:20])[CH2:9][CH2:10][CH2:11][CH2:12]1)[CH2:21][c:22]1[cH:23][cH:24][c:25]([NH:28][C:29](=[O:30])[c:31]2[c:32]([Cl:38])[cH:33][cH:34][cH:35][c:36]2[Cl:37])[cH:26][cH:27]1)=[O:39].[CH3:42][CH2:43][OH:44].[CH3:46][CH2:47][O:48][CH2:49][CH3:50].[Na+:41].[OH-:40].[OH2:45]>>[O:2]=[C:3]([CH:4]([NH:5][C:6](=[S:7])[C:8]1([CH2:13][CH2:14][CH2:15][CH2:16][S:17](=[O:18])(=[O:19])[CH3:20])[CH2:9][CH2:10][CH2:11][CH2:12]1)[CH2:21][c:22]1[cH:23][cH:24][c:25]([NH:28][C:29](=[O:30])[c:31]2[c:32]([Cl:38])[cH:33][cH:34][cH:35][c:36]2[Cl:37])[cH:26][cH:27]1)[OH:39].